From a dataset of the Open Reaction Database (ORD), a public repository of structured organic reaction records. describe an organic reaction: reactants, conditions, products, and yield Starting materials: CCOC(=O)c1ccccc1-c1cc(O)c(OC)cc1C=O, C1CCOC1, CCOC(C)=O, Cl, [Na+], [OH-], O. The product is COc1cc(C=O)c(-c2ccccc2C(=O)O)cc1O. As a reaction SMILES: [CH2:1]([CH3:2])[O:3][C:4](=[O:5])[c:6]1[c:7](-[c:12]2[c:13]([CH:21]=[O:22])[cH:14][c:15]([O:19][CH3:20])[c:16]([OH:18])[cH:17]2)[cH:8][cH:9][cH:10][cH:11]1.[CH2:23]1[O:24][CH2:25][CH2:26][CH2:27]1.[CH3:32][CH2:33][O:34][C:35]([CH3:36])=[O:37].[ClH:30].[Na+:29].[OH-:28].[OH2:31]>>[O:3]=[C:4]([OH:5])[c:6]1[c:7](-[c:12]2[c:13]([CH:21]=[O:22])[cH:14][c:15]([O:19][CH3:20])[c:16]([OH:18])[cH:17]2)[cH:8][cH:9][cH:10][cH:11]1.